From a dataset of the Open Reaction Database (ORD), a public repository of structured organic reaction records. describe an organic reaction: reactants, conditions, products, and yield Reactants: ClCCl, O=C=Nc1ccc(C(F)(F)F)cc1, Nc1cccc(-c2nn3c(c2-c2ccncc2)SCC3)c1. Product: O=C(Nc1ccc(C(F)(F)F)cc1)Nc1cccc(-c2nn3c(c2-c2ccncc2)SCC3)c1. RXN SMILES: [Cl:35][CH2:36][Cl:37].[F:22][C:23]([c:24]1[cH:25][cH:26][c:27]([N:30]=[C:31]=[O:32])[cH:28][cH:29]1)([F:33])[F:34].[n:1]1[cH:2][cH:3][c:4](-[c:7]2[c:8](-[c:15]3[cH:16][c:17]([NH2:21])[cH:18][cH:19][cH:20]3)[n:9][n:10]3[c:11]2[S:12][CH2:13][CH2:14]3)[cH:5][cH:6]1>>[n:1]1[cH:2][cH:3][c:4](-[c:7]2[c:8](-[c:15]3[cH:16][c:17]([NH:21][C:31]([NH:30][c:27]4[cH:26][cH:25][c:24]([C:23]([F:22])([F:33])[F:34])[cH:29][cH:28]4)=[O:32])[cH:18][cH:19][cH:20]3)[n:9][n:10]3[c:11]2[S:12][CH2:13][CH2:14]3)[cH:5][cH:6]1. Reactants: NC1=NC(=NS1)/C(/C(=O)O)=N/OCF (2-(5-amino-1,2,4-thidiazol-3-yl)-(Z)-2-fluoromethoxyiminoacetic acid), P(Cl)(Cl)(Cl)(Cl)Cl (Phosphorus pentachloride), C(C)(C)OC(C)C (Isopropyl ether). Run in C(Cl)Cl (methylene chloride). Reaction conditions: temperature -10 celsius, time 30 minute. Yields the product Cl.NC1=NC(=NS1)/C(/C(=O)Cl)=N/OCF (2-(5-Amino-1,2,4-Thiadiazol-3-yl)-(Z)-2-Fluoromethoxyiminoacetic Acid Chloride Hydrochloride). The yield is 39.4%. As a reaction SMILES: P(Cl)(Cl)(Cl)(Cl)[Cl:2].[NH2:7][C:8]1[S:12][N:11]=[C:10](/[C:13](=[N:17]/[O:18][CH2:19][F:20])/[C:14](O)=[O:15])[N:9]=1.C(OC(C)C)(C)C>C(Cl)Cl>[ClH:2].[NH2:7][C:8]1[S:12][N:11]=[C:10](/[C:13](=[N:17]/[O:18][CH2:19][F:20])/[C:14]([Cl:2])=[O:15])[N:9]=1 |f:4.5|. Procedure: Phosphorus pentachloride (500 mg) was dissolved in dry methylene chloride (5 ml). After cooling the resulting solution to -10° C., 2-(5-amino-1,2,4-thidiazol-3-yl)-(Z)-2-fluoromethoxyiminoacetic acid (325 mg) was added and the resulting mixture was stirred at the same temperature for 30 minutes. Isopropyl ether (20 ml) was added to the reaction mixture, and the resulting precipitate was collected by filtration to obtain the target product (130 mg). Starting materials: N1CC(C1)NC(CNC1=NNC2=CC=C(C=C12)C(F)(F)F)=O (N-Azetidin-3-yl-2-(5-trifluoromethyl-1H-indazol-3-ylamino)-acetamide), C(C)(C)(C)OC(NC1CCC(CC1)=O)=O ((4-oxo-cyclohexyl)-carbamic acid tert-butyl ester). Yields the product C(C)(C)(C)OC(NC1CCC(CC1)N1CC(C1)NC(CNC1=NNC2=CC=C(C=C12)C(F)(F)F)=O)=O ((4-{3-[2-(5-Trifluoromethyl-1H-indazol-3-ylamino)-acetylamino]-azetidin-1-yl}-cyclohexyl)-carbamic acid tert-butyl ester). As a reaction SMILES: [NH:1]1[CH2:4][CH:3]([NH:5][C:6](=[O:22])[CH2:7][NH:8][C:9]2[C:17]3[C:12](=[CH:13][CH:14]=[C:15]([C:18]([F:21])([F:20])[F:19])[CH:16]=3)[NH:11][N:10]=2)[CH2:2]1.[C:23]([O:27][C:28](=[O:37])[NH:29][CH:30]1[CH2:35][CH2:34][C:33](=O)[CH2:32][CH2:31]1)([CH3:26])([CH3:25])[CH3:24]>>[C:23]([O:27][C:28](=[O:37])[NH:29][CH:30]1[CH2:31][CH2:32][CH:33]([N:1]2[CH2:2][CH:3]([NH:5][C:6](=[O:22])[CH2:7][NH:8][C:9]3[C:17]4[C:12](=[CH:13][CH:14]=[C:15]([C:18]([F:20])([F:19])[F:21])[CH:16]=4)[NH:11][N:10]=3)[CH2:4]2)[CH2:34][CH2:35]1)([CH3:26])([CH3:24])[CH3:25]. Procedure: The title compound was prepared as a white solid from reaction of N-azetidin-3-yl-2-(5-trifluoromethyl-1H-indazol-3-ylamino)-acetamide (as prepared in Example 41, Step A) and (4-oxo-cyclohexyl)-carbamic acid tert-butyl ester using the procedure described in Step E of Example 1. The reactants are BrCc1cccc(Br)c1, CN(C)C=O, CCOC(C)=O, [H-], [Na+], COC(=O)CCc1ccc(O)cc1. Product: COC(=O)CCc1ccc(OCc2cccc(Br)c2)cc1. RXN SMILES: [Br:16][c:17]1[cH:18][c:19]([CH2:20][Br:21])[cH:22][cH:23][cH:24]1.[CH3:25][N:26]([CH3:27])[CH:28]=[O:29].[CH3:30][CH2:31][O:32][C:33](=[O:34])[CH3:35].[H-:14].[Na+:15].[OH:1][c:2]1[cH:3][cH:4][c:5]([CH2:8][CH2:9][C:10](=[O:11])[O:12][CH3:13])[cH:6][cH:7]1>>[O:1]([c:2]1[cH:3][cH:4][c:5]([CH2:8][CH2:9][C:10](=[O:11])[O:12][CH3:13])[cH:6][cH:7]1)[CH2:20][c:19]1[cH:18][c:17]([Br:16])[cH:24][cH:23][cH:22]1. The product is COc1ccc(S(=O)(=O)N2c3cc(Cl)ccc3-c3ccccc3C2C)c(OC)c1. As a reaction SMILES: [C:31](=[O:32])([O-:33])[O-:34].[CH3:37][N:38]([CH3:39])[CH:40]=[O:41].[Cl:1][c:2]1[cH:3][c:4]([F:30])[c:5](-[c:8]2[c:9]([CH:14]([CH3:15])[NH:16][S:17](=[O:18])(=[O:19])[c:20]3[c:21]([O:28][CH3:29])[cH:22][c:23]([O:26][CH3:27])[cH:24][cH:25]3)[cH:10][cH:11][cH:12][cH:13]2)[cH:6][cH:7]1.[K+:35].[K+:36]>>[Cl:1][c:2]1[cH:3][c:4]2[c:5]([cH:6][cH:7]1)-[c:8]1[c:9]([cH:10][cH:11][cH:12][cH:13]1)[CH:14]([CH3:15])[N:16]2[S:17](=[O:18])(=[O:19])[c:20]1[c:21]([O:28][CH3:29])[cH:22][c:23]([O:26][CH3:27])[cH:24][cH:25]1. Reactants: O=C([O-])[O-], CN(C)C=O, COc1ccc(S(=O)(=O)NC(C)c2ccccc2-c2ccc(Cl)cc2F)c(OC)c1, [K+], [K+].